This data is from the Open Reaction Database (ORD), a public repository of structured organic reaction records. The task is: describe an organic reaction: reactants, conditions, products, and yield Starting materials: O (water), C(C=C)OC1=C(OCC(CN)O)C=CC=C1 (1-(2-allyloxyphenoxy)-3-aminopropan-2-ol), O=C(COC1=CC=C(C(C(=O)N)=C1)O)C (5-(2-oxopropoxy)salicylamide), O (water). Reagents/catalysts: C(C)(=O)O (acetic acid). Run in C1(=CC=CC=C1)C (toluene). Run at time 8 hour. Product: C(C=C)OC1=C(OCC(CNC(COC2=CC(=C(C=C2)O)C(N)=O)C)O)C=CC=C1 (1-(2-allyloxyphenoxy)-3-[2-(3-carbamoyl-4-hydroxyphenoxy)-1-methylethylamino]propan-2-ol). Reaction SMILES: [CH2:1]([O:4][C:5]1[CH:16]=[CH:15][CH:14]=[CH:13][C:6]=1[O:7][CH2:8][CH:9]([OH:12])[CH2:10][NH2:11])[CH:2]=[CH2:3].O=[C:18]([CH3:31])[CH2:19][O:20][C:21]1[CH:29]=[C:25]([C:26]([NH2:28])=[O:27])[C:24]([OH:30])=[CH:23][CH:22]=1.O>C1(C)C=CC=CC=1.C(O)(=O)C>[CH2:1]([O:4][C:5]1[CH:16]=[CH:15][CH:14]=[CH:13][C:6]=1[O:7][CH2:8][CH:9]([OH:12])[CH2:10][NH:11][CH:18]([CH3:31])[CH2:19][O:20][C:21]1[CH:22]=[CH:23][C:24]([OH:30])=[C:25]([C:26](=[O:27])[NH2:28])[CH:29]=1)[CH:2]=[CH2:3]. Procedure details: A mixture of 11.2 g of 1-(2-allyloxyphenoxy)-3-aminopropan-2-ol and 10.5 g of 5-(2-oxopropoxy)salicylamide is boiled using a water separator in 200 ml of toluene with the addition of a few drops of acetic acid. After the splitting off of water has ceased (after about 2-3 hours), the solution is concentrated by evaporation, the dark red residue is dissolved in 300 ml of ethanol and a total of 5.7 g of sodium borohydride is added in portions whilst stirring. The temperature increases during this o...